Dataset: the Open Reaction Database (ORD), a public repository of structured organic reaction records. Task: describe an organic reaction: reactants, conditions, products, and yield Reactants: C(C=C)(=O)O (acrylic acid), C(C=C)(=O)OCCCC (butyl acrylate), N(=NC(C#N)(C)C)C(C#N)(C)C (2,2′-azobisisobutyronitrile), C1CCOC1 (THF). The solvent is CO (methanol). Conditions: time 8 hour. Product: C(C=C)(=O)O.C(C=C)(=O)OCCCC (Acrylic acid butyl acrylate). As a reaction SMILES: [C:1]([OH:5])(=[O:4])[CH:2]=[CH2:3].[C:6]([O:10][CH2:11][CH2:12][CH2:13][CH3:14])(=[O:9])[CH:7]=[CH2:8].N(C(C)(C)C#N)=NC(C)(C)C#N.C1COCC1>CO>[C:1]([OH:5])(=[O:4])[CH:2]=[CH2:3].[C:6]([O:10][CH2:11][CH2:12][CH2:13][CH3:14])(=[O:9])[CH:7]=[CH2:8] |f:5.6|. Reported procedure: 21.6 g (0.3 mol) of acrylic acid, 89.6 g (0.7 mol) of butyl acrylate, 3.28 g of 2,2′-azobisisobutyronitrile (AIBN) and 1200 ml of THF were introduced into a reactor and the atmosphere inside the container replaced with nitrogen. While stirring, heating was carried out for 8 hours at 60° C. and after the polymerization reaction had proceeded, the reaction mixture was added dropwise to 3000 ml of methanol and the polymer precipitated. Acrylic acid/butyl acrylate copolymer was obtained. When the Tg... The reactants are C(CCCCCCCCCCCCCCCCCCCCCCCCCCCCC)(=O)O (triacontanoic acid), C(C)(C)(C)OC(=O)N[C@@H](C(C)C)C(=O)N[C@@H](CCC(=O)OCC1=CC=CC=C1)C(=O)OCC1=CC=CC=C1 (dibenzyl N-(N-tert-butoxycarbonyl-L-valyl)-L-glutamate). Yields the product C(CCCCCCCCCCCCCCCCCCCCCCCCCCCCC)(=O)N[C@@H](C(C)C)C(=O)N[C@@H](CCC(=O)OCC1=CC=CC=C1)C(=O)OCC1=CC=CC=C1 (dibenzyl N-(N-triacontanoyl-L-valyl)-L-glutamate). The yield is 50.0%. Reaction SMILES: [C:1]([OH:32])(=O)[CH2:2][CH2:3][CH2:4][CH2:5][CH2:6][CH2:7][CH2:8][CH2:9][CH2:10][CH2:11][CH2:12][CH2:13][CH2:14][CH2:15][CH2:16][CH2:17][CH2:18][CH2:19][CH2:20][CH2:21][CH2:22][CH2:23][CH2:24][CH2:25][CH2:26][CH2:27][CH2:28][CH2:29][CH3:30].C(OC([NH:40][C@H:41]([C:45]([NH:47][C@H:48]([C:61]([O:63][CH2:64][C:65]1[CH:70]=[CH:69][CH:68]=[CH:67][CH:66]=1)=[O:62])[CH2:49][CH2:50][C:51]([O:53][CH2:54][C:55]1[CH:60]=[CH:59][CH:58]=[CH:57][CH:56]=1)=[O:52])=[O:46])[CH:42]([CH3:44])[CH3:43])=O)(C)(C)C>>[C:1]([NH:40][C@H:41]([C:45]([NH:47][C@H:48]([C:61]([O:63][CH2:64][C:65]1[CH:70]=[CH:69][CH:68]=[CH:67][CH:66]=1)=[O:62])[CH2:49][CH2:50][C:51]([O:53][CH2:54][C:55]1[CH:60]=[CH:59][CH:58]=[CH:57][CH:56]=1)=[O:52])=[O:46])[CH:42]([CH3:43])[CH3:44])(=[O:32])[CH2:2][CH2:3][CH2:4][CH2:5][CH2:6][CH2:7][CH2:8][CH2:9][CH2:10][CH2:11][CH2:12][CH2:13][CH2:14][CH2:15][CH2:16][CH2:17][CH2:18][CH2:19][CH2:20][CH2:21][CH2:22][CH2:23][CH2:24][CH2:25][CH2:26][CH2:27][CH2:28][CH2:29][CH3:30]. Procedure details: Starting from triacontanoic acid (452 mg) and dibenzyl N-(N-tert-butoxycarbonyl-L-valyl)-L-glutamate (526 mg), dibenzyl N-(N-triacontanoyl-L-valyl)-L-glutamate (430 mg) was obtained as powder according to a similar manner to that of Example 28. Reactants: ClC1=C(C(=O)NC=2C(=NNC2)C2=NC3=C(N2)C=CC(=C3)CN3CCOCC3)C(=CC=C1)Cl (2,6-dichloro-N-[3-(5-morpholin-4-ylmethyl-1H-benzimidazol-2-yl)-1H-pyrazol-4-yl]-benzamide), FC1=C(C(=O)NC=2C(=NNC2)C(=O)O)C(=CC(=C1)OC)F (4-(2,6-difluoro-4-methoxy-benzoylamino)-1H-pyrazole-3-carboxylic acid). The product is FC1=C(C(=O)NC=2C(=NNC2)C2=NC3=C(N2)C=CC(=C3)CN3CCOCC3)C(=CC(=C1)OC)F (2,6-difluoro-4-methoxy-N-[3-(5-morpholin-4-ylmethyl-1H-benzimidazol-2-yl)-1H-pyrazol-4-yl]-benzamide). Reaction SMILES: ClC1C=CC=C(Cl)C=1C(NC1C(C2[NH:16][C:15]3[CH:17]=[CH:18][C:19]([CH2:21][N:22]4[CH2:27][CH2:26][O:25][CH2:24][CH2:23]4)=[CH:20][C:14]=3[N:13]=2)=NNC=1)=O.[F:33][C:34]1[CH:50]=[C:49]([O:51][CH3:52])[CH:48]=[C:47]([F:53])[C:35]=1[C:36]([NH:38][C:39]1[C:40]([C:44](O)=O)=[N:41][NH:42][CH:43]=1)=[O:37]>>[F:33][C:34]1[CH:50]=[C:49]([O:51][CH3:52])[CH:48]=[C:47]([F:53])[C:35]=1[C:36]([NH:38][C:39]1[C:40]([C:44]2[NH:16][C:15]3[CH:17]=[CH:18][C:19]([CH2:21][N:22]4[CH2:27][CH2:26][O:25][CH2:24][CH2:23]4)=[CH:20][C:14]=3[N:13]=2)=[N:41][NH:42][CH:43]=1)=[O:37]. Procedure: The compound was prepared in a manner analogous to 2,6-dichloro-N-[3-(5-morpholin-4-ylmethyl-1H-benzimidazol-2-yl)-1H-pyrazol-4-yl]-benzamide (Example 94E), but using 4-(2,6-difluoro-4-methoxy-benzoylamino)-1H-pyrazole-3-carboxylic acid to give 2,6-difluoro-4-methoxy-N-[3-(5-morpholin-4-ylmethyl-1H-benzimidazol-2-yl)-1H-pyrazol-4-yl]-benzamide (32 mg) as a pink solid. (LC/MS: Rt 1.99, [M+H]+ 469.21). Starting materials: acyloxyalkyl alkoxycarbonyloxyalkyl carboxylic esters, carboxylic acids, C(C)(=O)NCCCS(=O)(=O)OCC([C@H](C(=O)O)O[Si](C(C)(C)C)(C)C)(C)C ((2R)-4-{[3-(Acetylamino)propyl]sulfonyloxy}-3,3-dimethyl-2-(1,1,2,2-tetramethyl-1-silapropoxy)butanoic acid), BrCC1=C(OC(O1)=O)C (5-bromomethyl-4-methyl-1,3-dioxolen-2-one). The reagents and catalysts are C([O-])([O-])=O.[Ag+2] (silver carbonate). The solvent is C1(=CC=CC=C1)C (toluene). Yields the product C(C)(=O)NCCCS(=O)(=O)OCC([C@H](C(=O)OCC=1OC(OC1C)=O)O[Si](C(C)(C)C)(C)C)(C)C ((5-Methyl-2-oxo-1,3-dioxolen-4-yl)methyl (2R)-4-{[3-(acetylamino)propyl]sulfonyloxy}-3,3-dimethyl-2-(1,1,2,2-tetramethyl-1-silapropoxy)butanoate). The yield is 5.3%. RXN SMILES: [C:1]([NH:4][CH2:5][CH2:6][CH2:7][S:8]([O:11][CH2:12][C:13]([CH3:27])([CH3:26])[C@@H:14]([O:18][Si:19]([CH3:25])([CH3:24])[C:20]([CH3:23])([CH3:22])[CH3:21])[C:15]([OH:17])=[O:16])(=[O:10])=[O:9])(=[O:3])[CH3:2].Br[CH2:29][C:30]1[O:34][C:33](=[O:35])[O:32][C:31]=1[CH3:36]>C1(C)C=CC=CC=1.C(=O)([O-])[O-].[Ag+2]>[C:1]([NH:4][CH2:5][CH2:6][CH2:7][S:8]([O:11][CH2:12][C:13]([CH3:27])([CH3:26])[C@@H:14]([O:18][Si:19]([CH3:25])([CH3:24])[C:20]([CH3:21])([CH3:23])[CH3:22])[C:15]([O:17][CH2:36][C:31]1[O:32][C:33](=[O:35])[O:34][C:30]=1[CH3:29])=[O:16])(=[O:9])=[O:10])(=[O:3])[CH3:2] |f:3.4|. Procedure: Following the general procedure for the preparation of acyloxyalkyl/alkoxycarbonyloxyalkyl carboxylic esters from carboxylic acids of Description 22, (2R)-4-{[3-(acetylamino)propyl]sulfonyloxy}-3,3-dimethyl-2-(1,1,2,2-tetramethyl-1-silapropoxy)butanoic acid (19) (1.5 g, 3.5 mmol) dissolved in 15 mL of anhydrous toluene was reacted with 1.4 g (7.0 mmol) of commercially available 5-bromomethyl-4-methyl-1,3-dioxolen-2-one in the presence of 1.4 g (5.3 mmol) of silver carbonate (Ag2CO3). After work-... Isolated yield 71.0%. Starting materials: [H-].[Na+] (sodium hydride), C(C)NC1=NC=C(C(=O)OC)C=C1 (methyl 6-ethylaminonicotinoate), C(C1=CC=CC=C1)OC1=C(CBr)C=C(C=C1)Br (2-benzyloxy-5-bromobenzylbromide). Reaction SMILES: [CH2:1]([NH:3][C:4]1[CH:13]=[CH:12][C:7]([C:8]([O:10][CH3:11])=[O:9])=[CH:6][N:5]=1)[CH3:2].[H-].[Na+].[CH2:16]([O:23][C:24]1[CH:31]=[CH:30][C:29]([Br:32])=[CH:28][C:25]=1[CH2:26]Br)[C:17]1[CH:22]=[CH:21][CH:20]=[CH:19][CH:18]=1>CN(C=O)C>[CH2:16]([O:23][C:24]1[CH:31]=[CH:30][C:29]([Br:32])=[CH:28][C:25]=1[CH2:26][N:3]([C:4]1[CH:13]=[CH:12][C:7]([C:8]([O:10][CH3:11])=[O:9])=[CH:6][N:5]=1)[CH2:1][CH3:2])[C:17]1[CH:22]=[CH:21][CH:20]=[CH:19][CH:18]=1 |f:1.2|. Solvent: CN(C)C=O (DMF), CN(C)C=O (DMF). Reaction conditions: time 1 hour. Procedure details: A solution of methyl 6-ethylaminonicotinoate (15.2 g, 84.4 mmol) in DMF (50 ml) was cooled to 0° C. and treated with sodium hydride (60%, 75 mmol). The reaction was stirred for 1 hour and a solution of 2-benzyloxy-5-bromobenzylbromide (25 g, 70.2 mmol) in DMF (50 ml) added. The reaction was allowed to warm to ambient temperature and stirred for 18 hours. The reaction was quenched with water and extracted with ethyl acetate (three times). The organic layers were combined, washed with water and br... Product: C(C1=CC=CC=C1)OC1=C(CN(CC)C2=NC=C(C=C2)C(=O)OC)C=C(C=C1)Br (methyl 2-[N-(2-benzyloxy-5-bromobenzyl)-N-ethylamino]pyridine-5-carboxylate). The reactants are CC(C)(C)OC(=O)N1CCNCC1, O=C([O-])O, CCN=C=NCCCN(C)C, CN(C)C=O, Cc1ccc2cccc(OCc3c(Cl)ccc(C(=O)O)c3Cl)c2n1, Cl, [Na+], On1nnc2ccccc21. Product: Cc1ccc2cccc(OCc3c(Cl)ccc(C(=O)N4CCN(C(=O)OC(C)(C)C)CC4)c3Cl)c2n1. RXN SMILES: [C:25]([CH3:26])([CH3:27])([CH3:28])[O:29][C:30](=[O:31])[N:32]1[CH2:33][CH2:34][NH:35][CH2:36][CH2:37]1.[C:60](=[O:61])([OH:62])[O-:63].[CH2:39]([N:40]=[C:41]=[N:42][CH2:43][CH2:44][CH2:45][N:46]([CH3:47])[CH3:48])[CH3:49].[CH3:65][N:66]([CH3:67])[CH:68]=[O:69].[Cl:1][c:2]1[c:3]([CH2:4][O:5][c:6]2[cH:7][cH:8][cH:9][c:10]3[cH:11][cH:12][c:13]([CH3:16])[n:14][c:15]23)[c:17]([Cl:24])[cH:18][cH:19][c:20]1[C:21](=[O:22])[OH:23].[ClH:38].[Na+:64].[OH:50][n:51]1[c:52]2[cH:53][cH:54][cH:55][cH:56][c:57]2[n:58][n:59]1>>[Cl:1][c:2]1[c:3]([CH2:4][O:5][c:6]2[cH:7][cH:8][cH:9][c:10]3[cH:11][cH:12][c:13]([CH3:16])[n:14][c:15]23)[c:17]([Cl:24])[cH:18][cH:19][c:20]1[C:21](=[O:22])[N:35]1[CH2:34][CH2:33][N:32]([C:30]([O:29][C:25]([CH3:26])([CH3:27])[CH3:28])=[O:31])[CH2:37][CH2:36]1. Reactants: COC(=O)c1cnc(OC)c(CC(C)C)c1, Cl. The product is COc1ncc(C(=O)O)cc1CC(C)C. As a reaction SMILES: [CH3:1][O:2][C:3]([c:4]1[cH:5][n:6][c:7]([O:14][CH3:15])[c:8]([CH2:10][CH:11]([CH3:12])[CH3:13])[cH:9]1)=[O:16].[ClH:17]>>[O:2]=[C:3]([c:4]1[cH:5][n:6][c:7]([O:14][CH3:15])[c:8]([CH2:10][CH:11]([CH3:12])[CH3:13])[cH:9]1)[OH:16].